Dataset: the Open Reaction Database (ORD), a public repository of structured organic reaction records. Task: describe an organic reaction: reactants, conditions, products, and yield The reactants are CN1CCNCC1, CN1CCCC1=O, COC(=O)c1sc(-c2ccccc2)cc1N, O. Product: Nc1csc(-c2ccccc2)c1. As a reaction SMILES: [CH3:17][N:18]1[CH2:19][CH2:20][NH:21][CH2:22][CH2:23]1.[CH3:24][N:25]1[CH2:26][CH2:27][CH2:28][C:29]1=[O:30].[NH2:1][c:2]1[c:3]([C:13]([O:14][CH3:15])=[O:16])[s:4][c:5](-[c:7]2[cH:8][cH:9][cH:10][cH:11][cH:12]2)[cH:6]1.[OH2:31]>>[NH2:1][c:2]1[cH:3][s:4][c:5](-[c:7]2[cH:8][cH:9][cH:10][cH:11][cH:12]2)[cH:6]1. The product is Cc1cc(C(=O)Nc2cccc(Oc3ccc4nc(N)cn4c3)c2)n(C)n1. The reactants are Cc1cc(C(=O)Nc2cccc(Oc3ccc4nc(NC(=O)C(F)(F)F)cn4c3)c2)n(C)n1, CCO, [Na+], [OH-], O. Reaction SMILES: [CH3:1][n:2]1[n:3][c:4]([CH3:33])[cH:5][c:6]1[C:7](=[O:8])[NH:9][c:10]1[cH:11][c:12]([O:16][c:17]2[cH:18][cH:19][c:20]3[n:21]([cH:22]2)[cH:23][c:24]([NH:26][C:27](=[O:28])[C:29]([F:30])([F:31])[F:32])[n:25]3)[cH:13][cH:14][cH:15]1.[CH3:36][CH2:37][OH:38].[Na+:35].[OH-:34].[OH2:39]>>[CH3:1][n:2]1[n:3][c:4]([CH3:33])[cH:5][c:6]1[C:7](=[O:8])[NH:9][c:10]1[cH:11][c:12]([O:16][c:17]2[cH:18][cH:19][c:20]3[n:21]([cH:22]2)[cH:23][c:24]([NH2:26])[n:25]3)[cH:13][cH:14][cH:15]1. Reactants: C(C)(C)(C)OC(=O)N[C@@H]1CN(CC1)S(=O)(=O)C=1C=2C(=CN=CC2C=CC1)Br ((S)-3-(tert-Butoxycarbonylamino)-1-(4-bromo-5-isoquinolinesulfonyl)pyrrolidine), C1(CC1)B(O)O (cyclopropylboronic acid), P(=O)([O-])([O-])[O-].[K+].[K+].[K+] (potassium phosphate), F[B-](F)(F)F.C1(CCCCC1)[PH+](C1CCCCC1)C1CCCCC1 (tricyclohexylphosphonium tetrafluoroborate). Reagents/catalysts: C(C)(=O)[O-].[Pd+2].C(C)(=O)[O-] (palladium acetate). Run in C1(=CC=CC=C1)C (toluene), C(C)(=O)OCC (ethyl acetate). Run at temperature 80 celsius. The product is C(C)(C)(C)OC(=O)N[C@@H]1CN(CC1)S(=O)(=O)C=1C=2C(=CN=CC2C=CC1)C1CC1 ((S)-3-(tert-Butoxycarbonylamino)-1-(4-cyclopropyl-5-isoquinolinesulfonyl)pyrrolidine). Isolated yield 29.0%. As a reaction SMILES: [C:1]([O:5][C:6]([NH:8][C@H:9]1[CH2:13][CH2:12][N:11]([S:14]([C:17]2[C:18]3[C:19](Br)=[CH:20][N:21]=[CH:22][C:23]=3[CH:24]=[CH:25][CH:26]=2)(=[O:16])=[O:15])[CH2:10]1)=[O:7])([CH3:4])([CH3:3])[CH3:2].[CH:28]1(B(O)O)[CH2:30][CH2:29]1.P([O-])([O-])([O-])=O.[K+].[K+].[K+].F[B-](F)(F)F.C1([PH+](C2CCCCC2)C2CCCCC2)CCCCC1>C1(C)C=CC=CC=1.C([O-])(=O)C.[Pd+2].C([O-])(=O)C.C(OCC)(=O)C>[C:1]([O:5][C:6]([NH:8][C@H:9]1[CH2:13][CH2:12][N:11]([S:14]([C:17]2[C:18]3[C:19]([CH:28]4[CH2:30][CH2:29]4)=[CH:20][N:21]=[CH:22][C:23]=3[CH:24]=[CH:25][CH:26]=2)(=[O:16])=[O:15])[CH2:10]1)=[O:7])([CH3:4])([CH3:3])[CH3:2] |f:2.3.4.5,6.7,9.10.11|. Reported procedure: A suspension of Intermediate 1a (200 mg) obtained in Example 1-1, Step A, cyclopropylboronic acid (57 mg, Aldrich), anhydrous potassium phosphate (372 mg, Aldrich), and tricyclohexylphosphonium tetrafluoroborate (33 mg, Aldrich) in toluene (2 ml) was added with palladium acetate (10 mg, Wako Pure Chemical Industries), and the mixture was stirred at 80° C. with heating for 14 hours under a nitrogen gas atmosphere. The reaction mixture was cooled to room temperature, and then added with ethyl acet... Reactants: BrB(Br)Br, ClCCl, COc1cc(F)c(-n2cc(C(F)(F)F)cn2)c(F)c1. RXN SMILES: [B:20]([Br:21])([Br:22])[Br:23].[Cl:24][CH2:25][Cl:26].[F:1][c:2]1[c:3](-[n:11]2[n:12][cH:13][c:14]([C:16]([F:17])([F:18])[F:19])[cH:15]2)[c:4]([F:10])[cH:5][c:6]([O:8][CH3:9])[cH:7]1>>[F:1][c:2]1[c:3](-[n:11]2[n:12][cH:13][c:14]([C:16]([F:17])([F:18])[F:19])[cH:15]2)[c:4]([F:10])[cH:5][c:6]([OH:8])[cH:7]1. Product: Oc1cc(F)c(-n2cc(C(F)(F)F)cn2)c(F)c1. The reactants are O=[N+]([O-])c1cc(F)c(F)cc1F, N#Cc1c(N)sc2ccccc12. Product: N#Cc1c(Nc2cc(F)c(F)cc2[N+](=O)[O-])sc2ccccc12. Reaction SMILES: [F:13][c:14]1[c:15]([N+:22](=[O:23])[O-:24])[cH:16][c:17]([F:21])[c:18]([F:20])[cH:19]1.[NH2:1][c:2]1[c:3]([C:11]#[N:12])[c:4]2[c:5]([s:6]1)[cH:7][cH:8][cH:9][cH:10]2>>[NH:1]([c:2]1[c:3]([C:11]#[N:12])[c:4]2[c:5]([s:6]1)[cH:7][cH:8][cH:9][cH:10]2)[c:14]1[c:15]([N+:22](=[O:23])[O-:24])[cH:16][c:17]([F:21])[c:18]([F:20])[cH:19]1. Starting materials: [B-](F)(F)(F)F.[B-](F)(F)(F)F.C1C[N+]2(CC[N+]1(CC2)CCl)F (SelectFluor), C(C)OC(=O)C=1C=CC(=C2C=CC=NC12)C1=CC(=CC(=C1)OC)OC (5-(3,5-dimethoxy-phenyl)-quinoline-8-carboxylic acid ethyl ester). Solvent: CC#N (CH3CN). Conditions: time 6 hour. Yields the product C(C)OC(=O)C=1C=CC(=C2C=CC=NC12)C1=C(C(=CC(=C1)OC)OC)F (5-(2-Fluoro-3,5-dimethoxy-phenyl)-quinoline-8-carboxylic acid ethyl ester). The yield is 34.4%. RXN SMILES: [B-](F)(F)(F)F.[B-](F)(F)(F)F.C1[N+]2(CCl)CC[N+]([F:21])(CC2)C1.[CH2:22]([O:24][C:25]([C:27]1[CH:28]=[CH:29][C:30]([C:37]2[CH:42]=[C:41]([O:43][CH3:44])[CH:40]=[C:39]([O:45][CH3:46])[CH:38]=2)=[C:31]2[C:36]=1[N:35]=[CH:34][CH:33]=[CH:32]2)=[O:26])[CH3:23]>CC#N>[CH2:22]([O:24][C:25]([C:27]1[CH:28]=[CH:29][C:30]([C:37]2[CH:38]=[C:39]([O:45][CH3:46])[CH:40]=[C:41]([O:43][CH3:44])[C:42]=2[F:21])=[C:31]2[C:36]=1[N:35]=[CH:34][CH:33]=[CH:32]2)=[O:26])[CH3:23] |f:0.1.2|. Reported procedure: SelectFluor (2.04 g, 5.8 mmol, 2 equiv) was added to a cold (−5° C.) solution of 5-(3,5-dimethoxy-phenyl)-quinoline-8-carboxylic acid ethyl ester (Step 174.2) (970 mg, 2.9 mmol) in CH3CN (40 mL), under an argon atmosphere. The reaction mixture was allowed to warm to rt, stirred at that temperature for 6 h, quenched by addition of a saturated aqueous solution of NaHCO3, and concentrated. The residue was diluted in EtOAc and a saturated aqueous solution of NaHCO3. The aqueous phase was separated a... Reactants: CN(C)C(=O)CCNC(=O)OCc1ccccc1, [H-], CI, [Na+], C1CCOC1, O. Yields the product CN(C)C(=O)CCN(C)C(=O)OCc1ccccc1. RXN SMILES: [CH3:1][N:2]([C:3](=[O:4])[CH2:5][CH2:6][NH:7][C:8]([O:9][CH2:10][c:11]1[cH:12][cH:13][cH:14][cH:15][cH:16]1)=[O:17])[CH3:18].[H-:19].[I:21][CH3:22].[Na+:20].[O:24]1[CH2:25][CH2:26][CH2:27][CH2:28]1.[OH2:23]>>[CH3:1][N:2]([C:3](=[O:4])[CH2:5][CH2:6][N:7]([C:8]([O:9][CH2:10][c:11]1[cH:12][cH:13][cH:14][cH:15][cH:16]1)=[O:17])[CH3:22])[CH3:18].